This data is from the Open Reaction Database (ORD), a public repository of structured organic reaction records. The task is: describe an organic reaction: reactants, conditions, products, and yield The reactants are C1(=CC=C(C=C1)[C@H](C)N)C ((S)-1-(p-tolyl)ethylamine), CN1CCOCC1 (N-methylmorpholine), Cl (hydrochloric acid), C(C1=CC=CC=C1)(=O)N1C(OC([C@@H]1C)=O)=O ((S)-3-Benzoyl-4-methyl-2,5-oxazolidinedione). The solvent is C(C)(=O)OCC (ethyl acetate), C(C)(=O)OCC (ethyl acetate), C(C)(=O)OCC (ethyl acetate). Reaction conditions: time 30 minute. The product is C1(=CC=C(C=C1)[C@H](C)NC([C@@H](NC(C1=CC=CC=C1)=O)C)=O)C (N-benzoyl-L-alanine-(S)-1-(p-tolyl)ethylamide). The yield is 96.0%. RXN SMILES: [C:1]([N:9]1[C@@H:13]([CH3:14])[C:12](=[O:15])OC1=O)(=[O:8])[C:2]1[CH:7]=[CH:6][CH:5]=[CH:4][CH:3]=1.[C:17]1([CH3:26])[CH:22]=[CH:21][C:20]([C@@H:23]([NH2:25])[CH3:24])=[CH:19][CH:18]=1.CN1CCOCC1.Cl>C(OCC)(=O)C>[C:17]1([CH3:26])[CH:22]=[CH:21][C:20]([C@@H:23]([NH:25][C:12](=[O:15])[C@H:13]([CH3:14])[NH:9][C:1](=[O:8])[C:2]2[CH:3]=[CH:4][CH:5]=[CH:6][CH:7]=2)[CH3:24])=[CH:19][CH:18]=1. Reported procedure: (S)-3-Benzoyl-4-methyl-2,5-oxazolidinedione (N-benzoyl-L-alanine-NCA) (110 mg, 0.50 mmol) was dissolved in ethyl acetate (2.5 mL), followed by the addition of a solution of (S)-1-(p-tolyl)ethylamine (68 mg, 0.50 mmol) in ethyl acetate (2.5 mL) at 0° C. A solution of N-methylmorpholine (61 mg, 0.6 mmol) in ethyl acetate (3.0 mL) was then added, followed by stirring for 30 minutes. The reaction mixture was poured into 1 N hydrochloric acid (10 mL), followed by extraction with ethyl acetate (10 mL)... Starting materials: CC(C)(C=O)c1cc(NC(=O)Nc2ccc(-c3cn4c(n3)sc3cc(OCCN5CCOCC5)ccc34)cc2)no1, CC(C)(C)O, CC=C(C)C, [O-][Cl+][O-], [Na+], O. The product is CC(C)(C(=O)O)c1cc(NC(=O)Nc2ccc(-c3cn4c(n3)sc3cc(OCCN5CCOCC5)ccc34)cc2)no1. Reaction SMILES: [CH3:1][C:2]([CH:3]=[O:4])([CH3:5])[c:6]1[cH:7][c:8]([NH:11][C:12](=[O:13])[NH:14][c:15]2[cH:16][cH:17][c:18](-[c:21]3[n:22][c:23]4[s:24][c:25]5[c:26]([n:27]4[cH:28]3)[cH:29][cH:30][c:31]([O:33][CH2:34][CH2:35][N:36]3[CH2:37][CH2:38][O:39][CH2:40][CH2:41]3)[cH:32]5)[cH:19][cH:20]2)[n:9][o:10]1.[CH3:42][C:43]([CH3:44])([CH3:45])[OH:46].[CH3:47][C:48](=[CH:49][CH3:50])[CH3:51].[Cl+:52]([O-:53])[O-:54].[Na+:55].[OH2:56]>>[CH3:1][C:2]([C:3](=[O:4])[OH:46])([CH3:5])[c:6]1[cH:7][c:8]([NH:11][C:12](=[O:13])[NH:14][c:15]2[cH:16][cH:17][c:18](-[c:21]3[n:22][c:23]4[s:24][c:25]5[c:26]([n:27]4[cH:28]3)[cH:29][cH:30][c:31]([O:33][CH2:34][CH2:35][N:36]3[CH2:37][CH2:38][O:39][CH2:40][CH2:41]3)[cH:32]5)[cH:19][cH:20]2)[n:9][o:10]1. Starting materials: Cc1cc(C)c(Br)c(C)n1, O=C(OOC(=O)c1ccccc1)c1ccccc1, ClC(Cl)(Cl)Cl, O=C1CCC(=O)N1Br. Yields the product Cc1cc(C)c(Br)c(CBr)n1. RXN SMILES: [Br:1][c:2]1[c:3]([CH3:10])[n:4][c:5]([CH3:9])[cH:6][c:7]1[CH3:8].[C:19]([O:20][O:21][C:22](=[O:23])[c:24]1[cH:25][cH:26][cH:27][cH:28][cH:29]1)(=[O:30])[c:31]1[cH:32][cH:33][cH:34][cH:35][cH:36]1.[C:37]([Cl:38])([Cl:39])([Cl:40])[Cl:41].[O:11]=[C:12]1[N:13]([Br:18])[C:14](=[O:15])[CH2:16][CH2:17]1>>[Br:1][c:2]1[c:3]([CH2:10][Br:18])[n:4][c:5]([CH3:9])[cH:6][c:7]1[CH3:8]. Reactants: O=C([O-])[O-], CC(=O)Nc1ccc(O)cc1, COP(=O)(OC)OC, [K+], [K+]. The product is COc1ccc(NC(C)=O)cc1. As a reaction SMILES: [C:12](=[O:13])([O-:14])[O-:15].[C:1]([CH3:2])(=[O:3])[NH:4][c:5]1[cH:6][cH:7][c:8]([OH:11])[cH:9][cH:10]1.[CH3:18][O:19][P:20]([O:21][CH3:22])([O:23][CH3:24])=[O:25].[K+:16].[K+:17]>>[C:1]([CH3:2])(=[O:3])[NH:4][c:5]1[cH:6][cH:7][c:8]([O:11][CH3:12])[cH:9][cH:10]1. The reactants are C1COCCN1, CC1=C(C(=CC=C1)C)C(=O)NC(C2=CC(=CC=C2)Br)C34CCC(N3C)CC4. Reagents/catalysts: CC(C)(C)[O-].[Na+], C1=CC=C(C=C1)P(C2=CC=CC=C2)C3=C(C4=CC=CC=C4C=C3)C5=C(C=CC6=CC=CC=C65)P(C7=CC=CC=C7)C8=CC=CC=C8, CC(=O)O.CC(=O)O.[Pd]. Run in CC1=CC=CC=C1. Reaction conditions: temperature 80 celsius. Product: CC1=C(C(=CC=C1)C)C(=O)NC(C2=CC(=CC=C2)N3CCOCC3)C45CCC(N4C)CC5. Isolated yield 18.0%. Procedure: To a suspension of N-((3-bromophenyl)(7-methyl-7-azabicyclo[2.2.1]heptan-1-yl)methyl)-2,6-dimethylbenzamide (0.040 g, 0.09 mmol), MORPHOLINE (8.97 µL, 0.10 mmol), BINAP (5.83 mg, 9.36 µmol), and sodium tert-butoxide (0.013 g, 0.14 mmol) in toluene (2 mL) was added palladium(II) acetate (1.051 mg, 4.68 µmol). Nitrogen was passed through the solution for 15 min prior to being heated at 80 °C overnight. Crude LC shows starting material still present. Heated to 110oC for 2 days. Reaqction no longer ... Starting materials: C(C1=CC=CC=C1)Cl (benzyl chloride), [I-].[Na+] (sodium iodide), CC=1C=NC=CC1CCC (3-Methyl-4-propylpyridine). The solvent is CC(=O)C (acetone). Product: C(C1=CC=CC=C1)I (benzyl iodide), [I-].C(C1=CC=CC=C1)[N+]1=CC(=C(C=C1)CCC)C (1-benzyl-3-methyl-4-propylpyridinium iodide). Reaction SMILES: [CH2:1](Cl)[C:2]1[CH:7]=[CH:6][CH:5]=[CH:4][CH:3]=1.[I-:9].[Na+].[CH3:11][C:12]1[CH:13]=[N:14][CH:15]=[CH:16][C:17]=1[CH2:18][CH2:19][CH3:20]>CC(C)=O>[CH2:1]([I:9])[C:2]1[CH:7]=[CH:6][CH:5]=[CH:4][CH:3]=1.[I-:9].[CH2:1]([N+:14]1[CH:15]=[CH:16][C:17]([CH2:18][CH2:19][CH3:20])=[C:12]([CH3:11])[CH:13]=1)[C:2]1[CH:7]=[CH:6][CH:5]=[CH:4][CH:3]=1 |f:1.2,6.7|. Procedure details: A solution of benzyl iodide in acetone was prepared from benzyl chloride (823 g.) and sodium iodide (975 g.). 3-Methyl-4-propylpyridine (879 g.) was added and the mixture was stirred at room temperature. Crystallization of the product from acetone-isopropyl acetate afforded 1-benzyl-3-methyl-4-propylpyridinium iodide in two crops (1334 g. and 162 g.), which melted at 94°-95° C.